This data is from the Open Reaction Database (ORD), a public repository of structured organic reaction records. The task is: describe an organic reaction: reactants, conditions, products, and yield The reactants are BrC(C#N)CBr (2,3-dibromopropionitrile), FC=1C=C(CON)C=CC1 (O-(3-fluorobenzyl)-hydroxylamine). Yields the product C(#N)C1N(C1)OCC1=CC(=CC=C1)F (2-cyano-1-(3-fluorobenzyloxy)-aziridine). Reaction SMILES: Br[CH:2]([CH2:5]Br)[C:3]#[N:4].[F:7][C:8]1[CH:9]=[C:10]([CH:14]=[CH:15][CH:16]=1)[CH2:11][O:12][NH2:13]>>[C:3]([CH:2]1[CH2:5][N:13]1[O:12][CH2:11][C:10]1[CH:14]=[CH:15][CH:16]=[C:8]([F:7])[CH:9]=1)#[N:4]. Procedure details: Analogously to Example 4, by the reaction of 2,3-dibromopropionitrile with O-(3-fluorobenzyl)-hydroxylamine, there is obtained 2-cyano-1-(3-fluorobenzyloxy)-aziridine (see Example 4d). The two invertomers can be separated by column chromatographic separation on silica gel (elution agent diethyl ether/ligroin 1/1 v/v) to give: The reactants are crude product, BrC1=CC=2C(C3=CC(=CC=C3N(C2C=C1)C1=CC=C(C=C1)C1=CC=CC=C1)C1=CC=CC=C1)(C)C (2-Bromo-10-(biphenyl-4-yl)-9,9-dimethyl-7-phenylacridan), bis(biphenyl-4-yl)-[4-(4,4,5,5-tetramethyl-[1,3,2]dioxaboran-2-yl)phenyl]amine, C(C)O (ethanol), C([O-])([O-])=O.[K+].[K+] (potassium carbonate), nitrogen-substituted. Reagents/catalysts: C=1C=CC(=CC1)[P](C=2C=CC=CC2)(C=3C=CC=CC3)[Pd]([P](C=4C=CC=CC4)(C=5C=CC=CC5)C=6C=CC=CC6)([P](C=7C=CC=CC7)(C=8C=CC=CC8)C=9C=CC=CC9)[P](C=1C=CC=CC1)(C=1C=CC=CC1)C=1C=CC=CC1 (tetrakis(triphenylphosphine)palladium). Solvent: C1(=CC=CC=C1)C (toluene), CO (methanol), C1(=CC=CC=C1)C (toluene). Conditions: temperature 72 celsius, time 8.5 hour. Product: C1(=CC=C(C=C1)N(C1=CC=C(C=C1)C1=CC=2C(C3=CC(=CC=C3N(C2C=C1)C1=CC=C(C=C1)C1=CC=CC=C1)C1=CC=CC=C1)(C)C)C1=CC=C(C=C1)C1=CC=CC=C1)C1=CC=CC=C1 (bis(biphenyl-4-yl)-[4-{10-(biphenyl-4-yl)-9,9-dimethyl-7-phenylacridan-2-yl}phenyl]amine). Isolated yield 75.0%. Reaction SMILES: Br[C:2]1[CH:15]=[CH:14][C:13]2[N:12]([C:16]3[CH:21]=[CH:20][C:19]([C:22]4[CH:27]=[CH:26][CH:25]=[CH:24][CH:23]=4)=[CH:18][CH:17]=3)[C:11]3[C:6](=[CH:7][C:8]([C:28]4[CH:33]=[CH:32][CH:31]=[CH:30][CH:29]=4)=[CH:9][CH:10]=3)[C:5]([CH3:35])([CH3:34])[C:4]=2[CH:3]=1.[CH2:36](O)[CH3:37].C(=O)([O-])[O-].[K+].[K+]>C1C=CC([P]([Pd]([P](C2C=CC=CC=2)(C2C=CC=CC=2)C2C=CC=CC=2)([P](C2C=CC=CC=2)(C2C=CC=CC=2)C2C=CC=CC=2)[P](C2C=CC=CC=2)(C2C=CC=CC=2)C2C=CC=CC=2)(C2C=CC=CC=2)C2C=CC=CC=2)=CC=1.C1(C)C=CC=CC=1.CO>[C:8]1([C:37]2[CH:36]=[CH:33][CH:28]=[CH:29][CH:30]=2)[CH:9]=[CH:10][C:11]([N:12]([C:16]2[CH:17]=[CH:18][C:19]([C:22]3[CH:27]=[CH:26][CH:25]=[CH:24][CH:23]=3)=[CH:20][CH:21]=2)[C:25]2[CH:24]=[CH:23][C:22]([C:19]3[CH:20]=[CH:21][C:16]4[N:12]([C:11]5[CH:10]=[CH:9][C:8]([C:28]6[CH:29]=[CH:30][CH:31]=[CH:32][CH:33]=6)=[CH:7][CH:6]=5)[C:13]5[C:4](=[CH:3][C:2]([C:15]6[CH:2]=[CH:3][CH:4]=[CH:13][CH:14]=6)=[CH:15][CH:14]=5)[C:5]([CH3:34])([CH3:35])[C:17]=4[CH:18]=3)=[CH:27][CH:26]=2)=[CH:6][CH:7]=1 |f:2.3.4,^1:48,50,69,88|. Procedure details: 2-Bromo-10-(biphenyl-4-yl)-9,9-dimethyl-7-phenylacridan (2.5 g), bis(biphenyl-4-yl)-[4-(4,4,5,5-tetramethyl-[1,3,2]dioxaboran-2-yl)phenyl]amine (3.0 g), toluene (37 ml), ethanol (9.3 ml), and a 2M potassium carbonate aqueous solution (7.2 ml) were added to a nitrogen-substituted reaction vessel and aerated with nitrogen gas for 30 min under ultrasonic irradiation. The mixture was heated after adding tetrakis(triphenylphosphine)palladium (0.11 g) and stirred at 72° C. for 8.5 hours. The mixture w... Reactants: C(C1=CC=CC=C1)(=O)S[C@H](C(=O)N[C@@H](C)C(=O)N1[C@H](C(=O)O)CCC1)CSC(C1=CC=CC=C1)=O (N-[(R)-2,3-Bis-(benzoylthio)-propionyl]-alanylproline), C(C)(=O)OCC (ethyl acetate), C(Cl)(Cl)Cl (chloroform). Yields the product C(C1=CC=CC=C1)(=O)S[C@@H](C(=O)N1[C@H](C(=O)O)CCC1)CSC(C1=CC=CC=C1)=O (N-[(S)-2,3-Bis-(benzoylthio)-propionyl]-proline). RXN SMILES: [C:1]([S:9][C@@H:10]([CH2:26][S:27][C:28](=[O:35])[C:29]1[CH:34]=[CH:33][CH:32]=[CH:31][CH:30]=1)[C:11]([NH:13][C@H:14](C(N1CCC[C@H]1C(O)=O)=O)[CH3:15])=[O:12])(=[O:8])[C:2]1[CH:7]=[CH:6][CH:5]=[CH:4][CH:3]=1.[C:36]([O:39]CC)(=[O:38])[CH3:37].[CH:42](Cl)(Cl)Cl>>[C:1]([S:9][C@H:10]([CH2:26][S:27][C:28](=[O:35])[C:29]1[CH:34]=[CH:33][CH:32]=[CH:31][CH:30]=1)[C:11]([N:13]1[CH2:14][CH2:15][CH2:42][C@H:37]1[C:36]([OH:39])=[O:38])=[O:12])(=[O:8])[C:2]1[CH:7]=[CH:6][CH:5]=[CH:4][CH:3]=1. Reported procedure: N-[(R)-2,3-Bis-(benzoylthio)-propionyl]-alanylproline, melting point 195°-196° C. (ethyl acetate), Rf=0.40 in system I, [α]D20 =-125° (c=1 in chloroform). Starting materials: COc2ccc1ccccc1c2 (substrate), CN(C)c1ccc([Zn](C)(C)(C)([Li])[Li])cc1 (effective_coupling_partner). The reagents and catalysts are PCy3. Conditions: temperature 25 celsius, time 9 hour. Yields the product CN(C)c3ccc(c2ccc1ccccc1c2)cc3. Starting materials: [Li+], CCc1nc(C(=O)OC)c(Cl)c(N)c1F, C1CCOC1, [OH-], O. The product is CCc1nc(C(=O)O)c(Cl)c(N)c1F. RXN SMILES: [Li+:1].[NH2:3][c:4]1[c:5]([Cl:17])[c:6]([C:13](=[O:14])[O:15][CH3:16])[n:7][c:8]([CH2:11][CH3:12])[c:9]1[F:10].[O:19]1[CH2:20][CH2:21][CH2:22][CH2:23]1.[OH-:2].[OH2:18]>>[NH2:3][c:4]1[c:5]([Cl:17])[c:6]([C:13](=[O:14])[OH:15])[n:7][c:8]([CH2:11][CH3:12])[c:9]1[F:10]. The reactants are NC1=C(C(=C(C(=O)O)C=C1)F)C (4-amino-2-fluoro-3-methylbenzoic acid), N(=O)[O-].[Na+] (sodium nitrite), C1(=CC=CC=C1)C (toluene), cupric bromide, Br (hydrobromic acid). Run in O (water). Run at time 1 hour. The product is BrC1=C(C(=C(C(=O)O)C=C1)F)C (4-bromo-2-fluoro-3-methylbenzoic acid). RXN SMILES: N[C:2]1[CH:10]=[CH:9][C:5]([C:6]([OH:8])=[O:7])=[C:4]([F:11])[C:3]=1[CH3:12].N([O-])=O.[Na+].C1(C)C=CC=CC=1.[BrH:24]>O>[Br:24][C:2]1[CH:10]=[CH:9][C:5]([C:6]([OH:8])=[O:7])=[C:4]([F:11])[C:3]=1[CH3:12] |f:1.2|. Procedure details: In 14 ml of 4.7% hydrobromic acid was suspended 0.55 g of 4-amino-2-fluoro-3-methylbenzoic acid, and 3.7 g of cupric bromide was added thereto. To the resulting suspension was added dropwise a solution of 0.38 g of sodium nitrite in 4 ml of water under ice-cooling over a period of 15 minutes, and the resulting mixture was stirred at the same temperature for 1 hour and then at room temperature for 24 hours. To the reaction mixture was added 20 ml of toluene and the organic layer was separated. Th... Isolated yield 57.1%. Procedure: To a solution of 4-bromophenylethanone (112.6 g, 570 mmol) and furan-2-carbaldehyde (58.5 g, 610 mmol) in methanol (1.5 L) was added CH3ONa (31 g, 570 mmol) over 10 min and the reaction solution was stirred at room temperature overnight. The reaction mixture was neutralized with conc. HCl to pH=7, and the solvent was removed under reduced pressure. To the resultant residue was added EA and water. The aqueous layer was extracted with EA for 3 times. The combined layers were washed with brine, dri... RXN SMILES: [Br:1][C:2]1[CH:7]=[CH:6][C:5]([C:8](=[O:10])[CH3:9])=[CH:4][CH:3]=1.[O:11]1[CH:15]=[CH:14][CH:13]=[C:12]1[CH:16]=O.CO[Na].Cl>CO>[Br:1][C:2]1[CH:7]=[CH:6][C:5]([C:8](=[O:10])[CH:9]=[CH:16][C:12]2[O:11][CH:15]=[CH:14][CH:13]=2)=[CH:4][CH:3]=1. Run in CO (methanol). The product is BrC1=CC=C(C=C1)C(C=CC=1OC=CC1)=O (1-(4-bromophenyl)-3-(furan-2-yl)prop-2-en-1-one). The reactants are Cl (HCl), BrC1=CC=C(C=C1)C(C)=O (4-bromophenylethanone), O1C(=CC=C1)C=O (furan-2-carbaldehyde), CO[Na] (CH3ONa). Reaction conditions: time 8 hour.